Dataset: the Open Reaction Database (ORD), a public repository of structured organic reaction records. Task: describe an organic reaction: reactants, conditions, products, and yield Procedure: 4-[3-(4-Morpholinyl)propyl]pyrazole dihydrochloride (268 mg, 1 mmol) was added to a stirred suspension of sodium hydride (120 mg, 80% oil dispersion, 4 mmol) at 0° C. under nitrogen. After 30 minutes, the mixture was cooled to -40° C. and 5-bromomethyl-6,7-dichloro-2,3-dimethoxyquinoxaline (Preparation 1, 235 mg, 0.67 mmol) was added. The mixture was allowed to warm to -20° C. over 1 hour and saturated aqueous ammonium chloride (20 mL) was added. The mixure was diluted with water (100 mL) and ex... Solvent: O (water). Starting materials: [Cl-].[NH4+] (ammonium chloride), Cl.Cl.N1(CCOCC1)CCCC=1C=NNC1 (4-[3-(4-Morpholinyl)propyl]pyrazole dihydrochloride), [H-].[Na+] (sodium hydride), BrCC1=C2N=C(C(=NC2=CC(=C1Cl)Cl)OC)OC (5-bromomethyl-6,7-dichloro-2,3-dimethoxyquinoxaline). Isolated yield 89.0%. Conditions: temperature -40 celsius, time 30 minute. Yields the product ClC=1C(=C2N=C(C(=NC2=CC1Cl)OC)OC)CN1N=CC(=C1)CCCN1CCOCC1 (6,7-dichloro-2,3-dimethoxy-5-{4-[3-(4-morpholinyl)propyl]pyrazol-1-ylmethyl}quinoxaline). RXN SMILES: Cl.Cl.[N:3]1([CH2:9][CH2:10][CH2:11][C:12]2[CH:13]=[N:14][NH:15][CH:16]=2)[CH2:8][CH2:7][O:6][CH2:5][CH2:4]1.[H-].[Na+].Br[CH2:20][C:21]1[C:30]([Cl:31])=[C:29]([Cl:32])[CH:28]=[C:27]2[C:22]=1[N:23]=[C:24]([O:35][CH3:36])[C:25]([O:33][CH3:34])=[N:26]2.[Cl-].[NH4+]>O>[Cl:31][C:30]1[C:21]([CH2:20][N:15]2[CH:16]=[C:12]([CH2:11][CH2:10][CH2:9][N:3]3[CH2:8][CH2:7][O:6][CH2:5][CH2:4]3)[CH:13]=[N:14]2)=[C:22]2[C:27](=[CH:28][C:29]=1[Cl:32])[N:26]=[C:25]([O:33][CH3:34])[C:24]([O:35][CH3:36])=[N:23]2 |f:0.1.2,3.4,6.7|. Starting materials: C1(=CC=CC=C1)C(=O)C(=O)C1=CC=CC=C1 (benzil), N(C(=N)N)C=1NC2=C(N1)C=CC=C2 (2-guanidinobenzimidazole). Run in C1=CC=CC=C1 (benzene), N1=CC=CC=C1 (pyridine). Product: N1=C(NC2=C1C=CC=C2)N=C2NC1(C(NC(N1)=NC=1NC3=C(N1)C=CC=C3)(N2)C2=CC=CC=C2)C2=CC=CC=C2 (2,5-Bis[2-benzimidazolylimino]-3a,6a-diphenyl-1,2,3,3a,4,5,6,6a-octahydroimidazo[4,5-d]imidazole). Isolated yield 17.8%. RXN SMILES: [C:1]1([C:7]([C:9]([C:11]2[CH:16]=[CH:15][CH:14]=[CH:13][CH:12]=2)=O)=O)[CH:6]=[CH:5][CH:4]=[CH:3][CH:2]=1.[NH:17]([C:21]1[NH:22][C:23]2[CH:29]=[CH:28][CH:27]=[CH:26][C:24]=2[N:25]=1)[C:18]([NH2:20])=[NH:19]>C1C=CC=CC=1.N1C=CC=CC=1>[N:25]1[C:24]2[CH:26]=[CH:27][CH:28]=[CH:29][C:23]=2[NH:22][C:21]=1[N:17]=[C:18]1[NH:20][C:7]2([C:1]3[CH:6]=[CH:5][CH:4]=[CH:3][CH:2]=3)[NH:20][C:18](=[N:17][C:21]3[NH:25][C:24]4[CH:26]=[CH:27][CH:28]=[CH:29][C:23]=4[N:22]=3)[NH:19][C:9]2([C:11]2[CH:16]=[CH:15][CH:14]=[CH:13][CH:12]=2)[NH:19]1. Reported procedure: A mixture of benzil (1.05 g, 5.0 mmol) and 2-guanidinobenzimidazole (1.57 g, 9.0 mmol) in benzene (25 mL) was refluxed in pyridine (10 mL) for 1 h. After evaporating most of the pyridine under reduced pressure, the residue was treated with hot toluene and the resulting precipitate was filtered. The precipitate was then dissolved in 9:1 water:acetic acid (30 mL); the solution was filtered and the filtrate was neutralized to pH 7 with phosphate buffer. A precipitate formed, that was then collected... Starting materials: starting material, N (ammonia), FC1(C(C=CC2=CC(=CC=C12)[C@@H]1CC[C@H](CC1)CCC)(F)F)F (1,1,2,2-tetrafluoro-6-(trans-4-propylcyclohexyl)-1,2-dihydronaphthalene), FC1(C(C=C(C2=CC(=CC=C12)[C@@H]1CC[C@H](CC1)CCC)F)F)F (1,1,2,4-tetrafluoro-6-(trans-4-propylcyclohexyl)-1,2-dihydronaphthalene). Reagents/catalysts: [Zn] (zinc). Solvent: C1CCOC1 (THF). Run at time 27 hour. The product is FC1=C(C=CC2=CC(=CC=C12)[C@@H]1CC[C@H](CC1)CCC)F (1,2-DIFLUORO-6-(trans-4-PROPYLCYCLOHEXYL)NAPHTHALENE). As a reaction SMILES: [F:1][C:2]1(F)[C:11]2[C:6](=[CH:7][C:8]([C@H:12]3[CH2:17][CH2:16][C@H:15]([CH2:18][CH2:19][CH3:20])[CH2:14][CH2:13]3)=[CH:9][CH:10]=2)[CH:5]=[CH:4][C:3]1(F)[F:21].FC1(F)C2C(=CC([C@H]3CC[C@H](CCC)CC3)=CC=2)C(F)=CC1F.N>C1COCC1.[Zn]>[F:1][C:2]1[C:11]2[C:6](=[CH:7][C:8]([C@H:12]3[CH2:13][CH2:14][C@H:15]([CH2:18][CH2:19][CH3:20])[CH2:16][CH2:17]3)=[CH:9][CH:10]=2)[CH:5]=[CH:4][C:3]=1[F:21]. Reported procedure: A mixture of 1,1,2,2-tetrafluoro-6-(trans-4-propylcyclohexyl)-1,2-dihydronaphthalene and 1,1,2,4-tetrafluoro-6-(trans-4-propylcyclohexyl)-1,2-dihydronaphthalene, 10.0 g (30.6 mmol) in THF was stirred with zinc dust (10 g, 153 mmol) and aqueous 30% NH40H at ambient temperature. After 27 h, GC analysis showed that the mixture contained <1% of the starting material. The mixture was filtered, and the zinc was washed with hexanes. The filtrate was transferred to a separatory funnel, the phases were s...